This data is from the Open Reaction Database (ORD), a public repository of structured organic reaction records. The task is: describe an organic reaction: reactants, conditions, products, and yield Reactants: [H-].C(C)(C)(C)O[Al](OC(C)(C)C)OC(C)(C)C.[Li+] (lithium tri-t-butoxyaluminum hydride), C(C)(=O)O.C(C)(=O)O.O[C@@H]1[C@]2(C)[C@@H](CC1)[C@@H]1[C@@H](C=C3CC(C[C@@H]([C@]3(CO)[C@H]1CC2)C)=O)C (17β,19-dihydroxy-1α,7α-dimethyl-5-androsten-3-one diacetate), C(=O)([O-])C(O)C(O)C(=O)[O-].[K+].[Na+] (sodium potassium tartrate). The solvent is O1CCCC1 (tetrahydrofuran), O1CCCC1 (tetrahydrofuran). Reaction conditions: temperature 20 celsius, time 18 hour. The product is C(C)(=O)O[C@@H]1[C@]2(C)[C@@H](CC1)[C@@H]1[C@@H](C=C3C[C@H](C[C@@H]([C@]3(COC(C)=O)[C@H]1CC2)C)O)C (1α,7α-dimethyl-androst-5-ene-3β,17β,19-triol 17,19-diacetate). As a reaction SMILES: [H-].C(O[Al](OC(C)(C)C)OC(C)(C)C)(C)(C)C.[Li+].[C:19]([OH:22])(=[O:21])[CH3:20].[C:23]([OH:26])(=[O:25])[CH3:24].O[C@H:28]1[CH2:33][CH2:32][C@H:31]2[C@H:34]3[C@H:45]([CH2:46][CH2:47][C@:29]12[CH3:30])[C@:42]1([CH2:43]O)[C:37]([CH2:38][C:39](=[O:49])[CH2:40][C@@H:41]1[CH3:48])=[CH:36][C@H:35]3[CH3:50].C(C(C(C([O-])=O)O)O)([O-])=O.[K+].[Na+]>O1CCCC1>[C:19]([O:22][C@H:28]1[CH2:33][CH2:32][C@H:31]2[C@H:34]3[C@H:45]([CH2:46][CH2:47][C@:29]12[CH3:30])[C@:42]1([CH2:43][O:25][C:23](=[O:26])[CH3:24])[C:37]([CH2:38][C@@H:39]([OH:49])[CH2:40][C@@H:41]1[CH3:48])=[CH:36][C@H:35]3[CH3:50])(=[O:21])[CH3:20] |f:0.1.2,3.4.5,6.7.8|. Reported procedure: To a solution of lithium tri-t-butoxyaluminum hydride in tetrahydrofuran is added a tetrahydrofuran solution of 17β,19-dihydroxy-1α,7α-dimethyl-5-androsten-3-one diacetate. The resulting mixture is stirred at 20° C. for a period of 18 hours after which is added an aqueous solution of sodium potassium tartrate. The mixture is filtered and concentrated to a small volume under reduced pressure. The concentrate is taken up in ether and washed well with water. The combined ether extracts are dried ov... Starting materials: CCO, COCCOC, O=C(c1ccccc1)c1cnc2c(C(F)(F)F)cccc2c1Cl, OB(O)c1cc(F)cc(F)c1, [Na+], [Na+], O=C([O-])[O-], O, [Pd], c1ccc(P(c2ccccc2)c2ccccc2)cc1, c1ccc(P(c2ccccc2)c2ccccc2)cc1, c1ccc(P(c2ccccc2)c2ccccc2)cc1, c1ccc(P(c2ccccc2)c2ccccc2)cc1. Product: O=C(c1ccccc1)c1cnc2c(C(F)(F)F)cccc2c1-c1cc(F)cc(F)c1. As a reaction SMILES: [CH3:41][CH2:42][OH:43].[CH3:45][O:46][CH2:47][CH2:48][O:49][CH3:50].[Cl:1][c:2]1[c:3]([C:16](=[O:17])[c:18]2[cH:19][cH:20][cH:21][cH:22][cH:23]2)[cH:4][n:5][c:6]2[c:7]([C:12]([F:13])([F:14])[F:15])[cH:8][cH:9][cH:10][c:11]12.[F:24][c:25]1[cH:26][c:27]([B:32]([OH:33])[OH:34])[cH:28][c:29]([F:31])[cH:30]1.[Na+:35].[Na+:36].[O-:37][C:38](=[O:39])[O-:40].[OH2:44].[Pd:51].[c:109]1([P:110]([c:111]2[cH:112][cH:113][cH:114][cH:115][cH:116]2)[c:117]2[cH:118][cH:119][cH:120][cH:121][cH:122]2)[cH:123][cH:124][cH:125][cH:126][cH:127]1.[c:52]1([P:53]([c:54]2[cH:55][cH:56][cH:57][cH:58][cH:59]2)[c:60]2[cH:61][cH:62][cH:63][cH:64][cH:65]2)[cH:66][cH:67][cH:68][cH:69][cH:70]1.[c:71]1([P:72]([c:73]2[cH:74][cH:75][cH:76][cH:77][cH:78]2)[c:79]2[cH:80][cH:81][cH:82][cH:83][cH:84]2)[cH:85][cH:86][cH:87][cH:88][cH:89]1.[c:90]1([P:91]([c:92]2[cH:93][cH:94][cH:95][cH:96][cH:97]2)[c:98]2[cH:99][cH:100][cH:101][cH:102][cH:103]2)[cH:104][cH:105][cH:106][cH:107][cH:108]1>>[c:2]1(-[c:27]2[cH:26][c:25]([F:24])[cH:30][c:29]([F:31])[cH:28]2)[c:3]([C:16](=[O:17])[c:18]2[cH:19][cH:20][cH:21][cH:22][cH:23]2)[cH:4][n:5][c:6]2[c:7]([C:12]([F:13])([F:14])[F:15])[cH:8][cH:9][cH:10][c:11]12. Starting materials: C(CC(=O)OCC)(=O)OCC (diethyl malonate), C(#N)C1=CC=C(OC2=CC=C(OC(C(=O)Cl)C)C=C2)C=C1 (2-[4'-(4"-cyano-phenoxy)-phenoxy]-propionyl chloride), etheral solution, C(CC(=O)OCC)(=O)OCC.[Mg] (magnesium diethyl malonate), acid chloride. The solvent is CCOCC (ether). Product: C(C)OC(C(C(=O)OCC)OC1=CC=C(C=C1)OC1=CC=C(C=C1)C#N)=O (diethyl-2-[4'-(4"-cyano-phenoxy)-phenoxy]-malonate). The yield is 72.0%. As a reaction SMILES: [C:1]([C:3]1[CH:21]=[CH:20][C:6]([O:7][C:8]2[CH:19]=[CH:18][C:11]([O:12]C(C)C(Cl)=O)=[CH:10][CH:9]=2)=[CH:5][CH:4]=1)#[N:2].[C:22]([O:30][CH2:31][CH3:32])(=[O:29])[CH2:23][C:24]([O:26][CH2:27][CH3:28])=[O:25].[Mg].C(OCC)(=O)CC(OCC)=O>CCOCC>[CH2:31]([O:30][C:22](=[O:29])[CH:23]([O:12][C:11]1[CH:18]=[CH:19][C:8]([O:7][C:6]2[CH:20]=[CH:21][C:3]([C:1]#[N:2])=[CH:4][CH:5]=2)=[CH:9][CH:10]=1)[C:24]([O:26][CH2:27][CH3:28])=[O:25])[CH3:32] |f:1.2|. Procedure details: A mixture of 30 g of 2-[4'-(4"-cyano-phenoxy)-phenoxy]-propionyl chloride and 30 ml of ether is added dropwise to a 35% etheral solution of magnesium diethyl malonate prepared from 17.6 g of diethyl malonate. The addition of the acid chloride having been completed the reaction mixture is heated to boiling for an hour and worked up as described in Example 1. Thus 30 g of the desired compound are obtained in the form of a viscous oil which solidifies on standing and melts at 42°-46° C. Yield 72%.